From a dataset of the Open Reaction Database (ORD), a public repository of structured organic reaction records. describe an organic reaction: reactants, conditions, products, and yield Reactants: C1COCCOCCOCCOCCOCCO1, CC#N, Cc1ccc(S(=O)(=O)n2ccc3ccc(CCl)cc32)cc1, N#C[K]. The product is Cc1ccc(S(=O)(=O)n2ccc3ccc(CC#N)cc32)cc1. RXN SMILES: [CH2:25]1[O:26][CH2:27][CH2:28][O:29][CH2:30][CH2:31][O:32][CH2:33][CH2:34][O:35][CH2:36][CH2:37][O:38][CH2:39][CH2:40][O:41][CH2:42]1.[CH3:43][C:44]#[N:45].[Cl:1][CH2:2][c:3]1[cH:4][cH:5][c:6]2[cH:7][cH:8][n:9]([S:12](=[O:13])(=[O:14])[c:15]3[cH:16][cH:17][c:18]([CH3:21])[cH:19][cH:20]3)[c:10]2[cH:11]1.[K:22][C:23]#[N:24]>>[CH2:2]([c:3]1[cH:4][cH:5][c:6]2[cH:7][cH:8][n:9]([S:12](=[O:13])(=[O:14])[c:15]3[cH:16][cH:17][c:18]([CH3:21])[cH:19][cH:20]3)[c:10]2[cH:11]1)[C:23]#[N:24]. The reactants are compound [ 4-6 ], C(C(C)C)Cl (isobutyl chloride), C(C1=CC=CC=C1)N1C=CC2=CC=C(C=C12)CC(=O)O (2-(1-benzyl-1H-indole-6-yl)acetic acid). As a reaction SMILES: C(Cl)C(C)C.[CH2:6]([N:13]1[C:21]2[C:16](=[CH:17][CH:18]=[C:19]([CH2:22][C:23]([OH:25])=[O:24])[CH:20]=2)[CH:15]=[CH:14]1)[C:7]1[CH:12]=[CH:11][CH:10]=[CH:9][CH:8]=1>>[CH2:6]([N:13]1[C:21]2[C:16](=[CH:17][CH:18]=[C:19]([CH2:22][C:23]([OH:25])=[O:24])[CH:20]=2)[CH:15]=[CH:14]1)[CH:7]([CH3:12])[CH3:8].[CH2:6]([N:13]1[C:21]2[C:16](=[CH:17][CH:18]=[C:19]([CH2:22][C:23]([OH:25])=[O:24])[CH:20]=2)[CH:15]=[CH:14]1)[C:7]1[CH:8]=[CH:9][CH:10]=[CH:11][CH:12]=1. The product is C(C(C)C)N1C=CC2=CC=C(C=C12)CC(=O)O (2-(1-isobutyl-1H-indole-6-yl)acetic acid), C(C1=CC=CC=C1)N1C=CC2=CC=C(C=C12)CC(=O)O (2-(1-benzyl-1H-indole-6-yl)acetic acid). Procedure: The titled compound (10 mg) as a white solid was prepared from the compound [4-6] obtained in the process (6) of Example 4 (100 mg) and isobutyl chloride according to the method of the process (7) of Example 4. Starting materials: CN(CCCO)C (3-dimethylamino-1-propanol), [H-].[Na+] (Sodium hydride), C(C=C)Br (allyl bromide). Solvent: CC(=O)C (dimethyl formaldehyde). Run at temperature 0 celsius, time 30 minute. Product: C(C=C)OCCCN(C)C (3-(allyloxy)-N,N-dimethylpropan-1-amine). Reaction SMILES: [H-].[Na+].[CH3:3][N:4]([CH3:9])[CH2:5][CH2:6][CH2:7][OH:8].[CH2:10](Br)[CH:11]=[CH2:12]>CC(C)=O>[CH2:12]([O:8][CH2:7][CH2:6][CH2:5][N:4]([CH3:9])[CH3:3])[CH:11]=[CH2:10] |f:0.1|. Procedure: Sodium hydride (17.5 g) and dimethyl formaldehyde (400 mL) were added to a 2-L round-bottom flask. After cooling the flask to 0° C. by immersing in an ice bath, 3-dimethylamino-1-propanol (0.398 mol) was added. After stirring for about 30 minutes and adding allyl bromide (0.4378 mol), the mixture was stirred for 3 hours after raising the temperature of the reactor to room temperature. Upon completion of reaction, the reaction was terminated by adding water to the flask and the product was extrac... The reactants are CCCCCCO, Cl, O, Cc1ccc(S(=O)(=O)Cl)cc1, c1ccncc1. Product: CCCCCCOS(=O)(=O)c1ccc(C)cc1. As a reaction SMILES: [CH2:7]([CH2:8][CH2:9][CH2:10][CH2:11][CH3:12])[OH:13].[ClH:25].[OH2:26].[c:14]1([CH3:24])[cH:15][cH:16][c:17]([S:20](=[O:21])(=[O:22])[Cl:23])[cH:18][cH:19]1.[cH:1]1[cH:2][cH:3][n:4][cH:5][cH:6]1>>[CH2:7]([CH2:8][CH2:9][CH2:10][CH2:11][CH3:12])[O:13][S:20]([c:17]1[cH:16][cH:15][c:14]([CH3:24])[cH:19][cH:18]1)(=[O:21])=[O:22]. Starting materials: C(C)OP(OCC)(=O)CC1=CC=C(C=C1)C(C1=CC=CC=C1)=O (diethyl 4-benzoylbenzylphosphonic acid). The solvent is Cl (hydrochloric acid). The product is C(C1=CC=CC=C1)(=O)C1=CC=C(CP(O)(O)=O)C=C1 (4-benzoylbenzylphosphonic acid). Yield: 26.4%. As a reaction SMILES: C([O:3][P:4]([CH2:9][C:10]1[CH:15]=[CH:14][C:13]([C:16](=[O:23])[C:17]2[CH:22]=[CH:21][CH:20]=[CH:19][CH:18]=2)=[CH:12][CH:11]=1)(=[O:8])[O:5]CC)C>Cl>[C:16]([C:13]1[CH:14]=[CH:15][C:10]([CH2:9][P:4](=[O:3])([OH:5])[OH:8])=[CH:11][CH:12]=1)(=[O:23])[C:17]1[CH:18]=[CH:19][CH:20]=[CH:21][CH:22]=1. Reported procedure: A mixture of 4.8 g of 4-benzoylbenzyl bromide and triethylphosphite was heated at 125° C. for 0.5 hours and cooled to room temperature. The resulting oil was purified by flash chromatography (70% ethyl acetate/hexanes) to afford 3.2 g of diethyl 4-benzoylbenzylphosphonic acid, as an oil. A mixture of 3.2 g (9.6 mmol) of diethyl 4-benzoylbenzylphosphonic acid and 40 ml of concentrated hydrochloric acid was refluxed for 7 hours and cooled to room temperature. The two phase mixture was partitioned ...